This data is from the Open Reaction Database (ORD), a public repository of structured organic reaction records. The task is: describe an organic reaction: reactants, conditions, products, and yield Reactants: CC1CNCCN1, CS(C)=O, CCN(C(C)C)C(C)C, FC(F)(F)COCCn1nc(CN2CCOCC2)c2nc(Cl)nc(Nc3ccncn3)c21, O=C(O)C(F)(F)F, O=C(O)C(F)(F)F. Yields the product O=C(O)C(F)(F)F, CC1CN(c2nc(Nc3ccncn3)c3c(n2)c(CN2CCOCC2)nn3CCOCC(F)(F)F)CCN1. RXN SMILES: [CH3:40][CH:41]1[NH:42][CH2:43][CH2:44][NH:45][CH2:46]1.[CH3:63][S:64]([CH3:65])=[O:66].[CH:47]([N:48]([CH2:49][CH3:50])[CH:51]([CH3:52])[CH3:53])([CH3:54])[CH3:55].[Cl:8][c:9]1[n:10][c:11]([NH:33][c:34]2[n:35][cH:36][n:37][cH:38][cH:39]2)[c:12]2[c:13]([n:14]1)[c:15]([CH2:26][N:27]1[CH2:28][CH2:29][O:30][CH2:31][CH2:32]1)[n:16][n:17]2[CH2:18][CH2:19][O:20][CH2:21][C:22]([F:23])([F:24])[F:25].[F:1][C:2]([C:3](=[O:4])[OH:5])([F:6])[F:7].[OH:56][C:57]([C:58]([F:59])([F:60])[F:61])=[O:62]>>[F:1][C:2]([C:3](=[O:4])[OH:5])([F:6])[F:7].[c:9]1([N:45]2[CH2:44][CH2:43][NH:42][CH:41]([CH3:40])[CH2:46]2)[n:10][c:11]([NH:33][c:34]2[n:35][cH:36][n:37][cH:38][cH:39]2)[c:12]2[c:13]([n:14]1)[c:15]([CH2:26][N:27]1[CH2:28][CH2:29][O:30][CH2:31][CH2:32]1)[n:16][n:17]2[CH2:18][CH2:19][O:20][CH2:21][C:22]([F:23])([F:24])[F:25]. Starting materials: C(C)(C)(C)OC(=O)N(C=1C(=NC(=CN1)Br)C(=O)OC)C(=O)OC(C)(C)C (methyl 3-(bis(tert-butoxycarbonyl)amino)-6-bromopyrazine-2-carboxylate), C[O-].[Na+] (sodium methoxide), C(C)(=O)OCC (ethyl acetate). Solvent: CO (MeOH). Conditions: time 2 hour. The product is C(C)(C)(C)OC(=O)N(C=1C(=NC(=CN1)OC)C(=O)OC)C(=O)OC(C)(C)C (Methyl 3-(bis(tert-butoxycarbonyl)amino)-6-methoxypyrazine-2-carboxylate). As a reaction SMILES: [C:1]([O:5][C:6]([N:8]([C:20]([O:22][C:23]([CH3:26])([CH3:25])[CH3:24])=[O:21])[C:9]1[C:10]([C:16]([O:18][CH3:19])=[O:17])=[N:11][C:12](Br)=[CH:13][N:14]=1)=[O:7])([CH3:4])([CH3:3])[CH3:2].C[O-].[Na+].[C:30](OCC)(=[O:32])C>CO>[C:1]([O:5][C:6]([N:8]([C:20]([O:22][C:23]([CH3:26])([CH3:25])[CH3:24])=[O:21])[C:9]1[C:10]([C:16]([O:18][CH3:19])=[O:17])=[N:11][C:12]([O:32][CH3:30])=[CH:13][N:14]=1)=[O:7])([CH3:4])([CH3:3])[CH3:2] |f:1.2|. Procedure details: To a solution of methyl 3-(bis(tert-butoxycarbonyl)amino)-6-bromopyrazine-2-carboxylate (500 mg, 1.16 mmol; example A-10, step 1) in MeOH (10 ml) was added sodium methoxide (30%; 280 μl, 1.5 mmol) at room temperature and stirring was continued at r.t. for 2 h. The reaction mixture was poured into ethyl acetate (75 ml) and extracted with potassium hydrogen sulfate (10%). The organic phase was washed with water and brine and the aqueous layers were back-extracted with ethyl acetate. The organic la... The reactants are NC1=CC(=C(CC2=CC=C(C(=O)C=3C=CC(=NC3)C)C=C2)C(=C1)Cl)Cl (5-[4-(4-amino-2,6-dichlorobenzyl)benzoyl]-2-methylpyridine), N(=O)[O-].[Na+] (NaNO2), Cl[Sn]Cl (SnCl2), C(C1=CC=CC=C1)=O (benzaldehyde). Product: C(C1=CC=CC=C1)=NNC1=CC(=C(C(=C1)Cl)CC1=CC=C(C=C1)C(C1=CN=C(C=C1)C)=O)Cl (1-Benzylidene-2-{4-[4-(6-methylnicotinoyl)benzyl]-3,5-dichlorophenyl}hydrazine). The yield is 92.0%. As a reaction SMILES: [NH2:1][C:2]1[CH:23]=[C:22]([Cl:24])[C:5]([CH2:6][C:7]2[CH:21]=[CH:20][C:10]([C:11]([C:13]3[CH:14]=[CH:15][C:16]([CH3:19])=[N:17][CH:18]=3)=[O:12])=[CH:9][CH:8]=2)=[C:4]([Cl:25])[CH:3]=1.[N:26]([O-])=O.[Na+].Cl[Sn]Cl.[CH:33](=O)[C:34]1[CH:39]=[CH:38][CH:37]=[CH:36][CH:35]=1>>[CH:33](=[N:26][NH:1][C:2]1[CH:23]=[C:22]([Cl:24])[C:5]([CH2:6][C:7]2[CH:21]=[CH:20][C:10]([C:11](=[O:12])[C:13]3[CH:14]=[CH:15][C:16]([CH3:19])=[N:17][CH:18]=3)=[CH:9][CH:8]=2)=[C:4]([Cl:25])[CH:3]=1)[C:34]1[CH:39]=[CH:38][CH:37]=[CH:36][CH:35]=1 |f:1.2|. Reported procedure: The title compound was prepared as pale yellow crystals at yield of 92.0%, in a similar manner as in Reference Example 13, by the reaction of 5-[4-(4-amino-2,6-dichlorobenzyl)benzoyl]-2-methylpyridine, NaNO2, SnCl2 and benzaldehyde.